This data is from the Open Reaction Database (ORD), a public repository of structured organic reaction records. The task is: describe an organic reaction: reactants, conditions, products, and yield Reactants: C=O, CCNCC, CC1(C)C2CCC(C2)C1CC=O, CC(=O)O, CCCCCCC. The product is C=C(C=O)C1C2CCC(C2)C1(C)C. As a reaction SMILES: [CH2:13]=[O:14].[CH2:15]([NH:16][CH2:17][CH3:18])[CH3:19].[CH3:1][C:2]1([CH3:12])[CH:3]([CH2:9][CH:10]=[O:11])[CH:4]2[CH2:5][CH2:6][CH:7]1[CH2:8]2.[CH3:20][C:21](=[O:22])[OH:23].[CH3:24][CH2:25][CH2:26][CH2:27][CH2:28][CH2:29][CH3:30]>>[CH3:1][C:2]1([CH3:12])[CH:3]([C:9]([CH:10]=[O:11])=[CH2:15])[CH:4]2[CH2:5][CH2:6][CH:7]1[CH2:8]2. Reactants: [Li]C(C)(C)C, CCCCC, ClCCl, Ic1cnccn1, O=C1CN2CCC1C2, O. Yields the product OC1(c2cnccn2)CN2CCC1C2. As a reaction SMILES: [C:1]([Li:2])([CH3:3])([CH3:4])[CH3:5].[CH3:22][CH2:23][CH2:24][CH2:25][CH3:26].[Cl:27][CH2:28][Cl:29].[I:6][c:7]1[n:8][cH:9][cH:10][n:11][cH:12]1.[N:13]12[CH2:14][C:15](=[O:20])[CH:16]([CH2:17][CH2:18]1)[CH2:19]2.[OH2:21]>>[c:7]1([C:15]2([OH:20])[CH2:14][N:13]3[CH2:18][CH2:17][CH:16]2[CH2:19]3)[n:8][cH:9][cH:10][n:11][cH:12]1. Reactants: BrC=1C=C(C=O)C=C(C1OCCCCCCCC)Br (3,5-Dibromo-4-(octyloxy)benzaldehyde), OC=1C=C(C=O)C=CC1 (3-hydroxybenzaldehyde). Yields the product COC=1C=C(C=O)C=CC1OCCCCCCCC (3-Methoxy-4-(octyloxy)benzaldehyde). RXN SMILES: Br[C:2]1[CH:3]=[C:4]([CH:7]=[C:8](Br)[C:9]=1[O:10][CH2:11][CH2:12][CH2:13][CH2:14][CH2:15][CH2:16][CH2:17][CH3:18])[CH:5]=[O:6].[OH:20][C:21]1C=C(C=CC=1)C=O>>[CH3:21][O:20][C:2]1[CH:3]=[C:4]([CH:7]=[CH:8][C:9]=1[O:10][CH2:11][CH2:12][CH2:13][CH2:14][CH2:15][CH2:16][CH2:17][CH3:18])[CH:5]=[O:6]. Procedure details: The title compound was prepared using a procedure analogous to Aldehyde 3 substituting 3-methoxy-4-hydroxybenzaldehyde for 3-hydroxybenzaldehyde: ESI-MS 265.2 (M+H) The yield is 92.3%. RXN SMILES: [F:1][C:2]1[CH:7]=[CH:6][CH:5]=[C:4]([F:8])[C:3]=1[N:9]1[C:14](=[O:15])[CH:13]=[CH:12][C:11]([C:16]([O:18]C)=[O:17])=[CH:10]1.[OH-].[Na+]>CCO.C1COCC1>[F:1][C:2]1[CH:7]=[CH:6][CH:5]=[C:4]([F:8])[C:3]=1[N:9]1[C:14](=[O:15])[CH:13]=[CH:12][C:11]([C:16]([OH:18])=[O:17])=[CH:10]1 |f:1.2|. Reactants: FC1=C(C(=CC=C1)F)N1C=C(C=CC1=O)C(=O)OC (methyl 1-(2,6-difluorophenyl)-6-oxo-1,6-dihydro-3-pyridinecarboxylate), [OH-].[Na+] (NaOH). Conditions: time 2 hour. Solvent: CCO (EtOH), C1CCOC1 (THF). The product is FC1=C(C(=CC=C1)F)N1C=C(C=CC1=O)C(=O)O (1-(2,6-difluorophenyl)-6-oxo-1,6-dihydro-3-pyridinecarboxylic acid). Procedure details: To a solution of methyl 1-(2,6-difluorophenyl)-6-oxo-1,6-dihydro-3-pyridinecarboxylate (5.41 g) in a mixture of EtOH (108 mL) and THF (54 mL) was added 1 M aqueous NaOH (82 mL) at 0° C., and the mixture was stirred at the same temperature for 2 hr. The mixture was concentrated under reduced pressure and the residue was treated with 1 M HCl (160 mL). The precipitates produced were collected by filtration and dried under reduced pressure at 60° C. to give 1-(2,6-difluorophenyl)-6-oxo-1,6-dihydro-3...